This data is from the Open Reaction Database (ORD), a public repository of structured organic reaction records. The task is: describe an organic reaction: reactants, conditions, products, and yield Starting materials: Cc1cccc(N)c1C, CS(C)=O, O=[N+]([O-])c1ccccc1F. Yields the product Cc1cccc(Nc2ccccc2[N+](=O)[O-])c1C. RXN SMILES: [CH3:11][c:12]1[c:13]([NH2:14])[cH:15][cH:16][cH:17][c:18]1[CH3:19].[CH3:20][S:21](=[O:22])[CH3:23].[F:1][c:2]1[c:3]([N+:8](=[O:9])[O-:10])[cH:4][cH:5][cH:6][cH:7]1>>[c:2]1([NH:14][c:13]2[c:12]([CH3:11])[c:18]([CH3:19])[cH:17][cH:16][cH:15]2)[c:3]([N+:8](=[O:9])[O-:10])[cH:4][cH:5][cH:6][cH:7]1.